From a dataset of the Open Reaction Database (ORD), a public repository of structured organic reaction records. describe an organic reaction: reactants, conditions, products, and yield Reactants: C(C1=CC=CC=C1)Cl (benzyl chloride), N12CC(C(CC1)CC2)=O (3-quinuclidinone). The solvent is C(C)#N (acetonitrile). Product: [Cl-].C(C1=CC=CC=C1)[N+]12CC(C(CC1)CC2)=O (1-benzyl-3-oxoquinuclidinium chloride). The yield is 92.8%. Reaction SMILES: [CH2:1]([Cl:8])[C:2]1[CH:7]=[CH:6][CH:5]=[CH:4][CH:3]=1.[N:9]12[CH2:16][CH2:15][CH:12]([CH2:13][CH2:14]1)[C:11](=[O:17])[CH2:10]2>C(#N)C>[Cl-:8].[CH2:1]([N+:9]12[CH2:16][CH2:15][CH:12]([CH2:13][CH2:14]1)[C:11](=[O:17])[CH2:10]2)[C:2]1[CH:7]=[CH:6][CH:5]=[CH:4][CH:3]=1 |f:3.4|. Reported procedure: 62.3 g (492 mmol) of benzyl chloride was added dropwise over 30 minutes to 61.6 g (492 mmol) of 3-quinuclidinone in 250 ml of acetonitrile and the suspension formed was filtered through a frit after 2 hours at 25° C. Washing with acetonitrile (2×100 ml) and drying gave 115.0 g (93 percent) of 1-benzyl-3-oxoquinuclidinium chloride in the form of white crystalline solid. Other data concerning the product was: ##EQU3## The solvent is C(Cl)Cl (DCM). Conditions: time 3 hour. As a reaction SMILES: CC(OC([NH:8][C:9]1[CH:14]=[CH:13][C:12]([C:15]2[S:16][CH:17]=[CH:18][CH:19]=2)=[CH:11][C:10]=1[NH:20][C:21]([C:23]1[CH:28]=[CH:27][C:26]([C:29](=[O:38])[CH2:30][CH2:31][P:32]([CH3:37])(=[O:36])[O:33][CH2:34][CH3:35])=[CH:25][CH:24]=1)=[O:22])=O)(C)C.C(O)(C(F)(F)F)=O.C([O-])(O)=O.[Na+]>C(Cl)Cl>[NH2:8][C:9]1[CH:14]=[CH:13][C:12]([C:15]2[S:16][CH:17]=[CH:18][CH:19]=2)=[CH:11][C:10]=1[NH:20][C:21]([C:23]1[CH:28]=[CH:27][C:26]([C:29](=[O:38])[CH2:30][CH2:31][P:32]([CH3:37])(=[O:36])[O:33][CH2:34][CH3:35])=[CH:25][CH:24]=1)=[O:22] |f:2.3|. Reported procedure: Ethyl {3-[4-({[2-({[(1,1-dimethylethyl)oxy]carbonyl}amino)-5-(2-thienyl)phenyl]amino}carbonyl)phenyl]-3-oxopropyl}methylphosphinate (125 mg, 0.225 mmol) was taken up in DCM (5 mL)/TFA (2 mL). After 3 hours, saturated NaHCO3 was added and the products extracted into EtOAc (×2). The combined organic extracts were washed with brine, dried over MgSO4 and concentrated in vacuo to give ethyl {3-[4-({[2-amino-5-(2-thienyl)phenyl]amino}carbonyl)phenyl]-3-oxopropyl}methylphosphinate as an orange solid. Yields the product NC1=C(C=C(C=C1)C=1SC=CC1)NC(=O)C1=CC=C(C=C1)C(CCP(OCC)(=O)C)=O (ethyl {3-[4-({[2-amino-5-(2-thienyl)phenyl]amino}carbonyl)phenyl]-3-oxopropyl}methylphosphinate). Reactants: CC(C)(C)OC(=O)NC1=C(C=C(C=C1)C=1SC=CC1)NC(=O)C1=CC=C(C=C1)C(CCP(OCC)(=O)C)=O (Ethyl {3-[4-({[2-({[(1,1-dimethylethyl)oxy]carbonyl}amino)-5-(2-thienyl)phenyl]amino}carbonyl)phenyl]-3-oxopropyl}methylphosphinate), C(=O)(C(F)(F)F)O (TFA), C(=O)(O)[O-].[Na+] (NaHCO3). Starting materials: C(=O)OC1=C(C=C(C=C1)O[Si](C1=CC=CC=C1)(C1=CC=CC=C1)C(C)(C)C)Cl (4-{[t-butyl(diphenyl)silyl]oxy}-2-chlorophenyl formate), [OH-].[K+] (KOH). Solvent: CO (methanol). Reaction conditions: time 30 minute. The product is [Si](C1=CC=CC=C1)(C1=CC=CC=C1)(C(C)(C)C)OC1=CC(=C(C=C1)O)Cl (4-{[t-Butyl(diphenyl)silyl]oxy}-2-chlorophenol). The yield is 93.8%. RXN SMILES: C([O:3][C:4]1[CH:9]=[CH:8][C:7]([O:10][Si:11]([C:24]([CH3:27])([CH3:26])[CH3:25])([C:18]2[CH:23]=[CH:22][CH:21]=[CH:20][CH:19]=2)[C:12]2[CH:17]=[CH:16][CH:15]=[CH:14][CH:13]=2)=[CH:6][C:5]=1[Cl:28])=O.[OH-].[K+]>CO>[Si:11]([O:10][C:7]1[CH:8]=[CH:9][C:4]([OH:3])=[C:5]([Cl:28])[CH:6]=1)([C:24]([CH3:27])([CH3:26])[CH3:25])([C:18]1[CH:19]=[CH:20][CH:21]=[CH:22][CH:23]=1)[C:12]1[CH:13]=[CH:14][CH:15]=[CH:16][CH:17]=1 |f:1.2|. Reported procedure: 4-{[t-butyl(diphenyl)silyl]oxy}-2-chlorophenyl formate (9.42 g, 22.4 mmol) was dissolved in methanol (50 mL). 10% KOH (15 mL) was added. The solution was stirred for 30 minutes at ambient temperature. The solvent was removed in vacuo and the solid partitioned between ethyl acetate and water. The aqueous phase was acidified with HCl and extracted three times with ethyl acetate. The organic layers were combined and the solvent dried over anhydrous magnesium sulfate. The solution was filtered and t... Reactants: CCOC1CC2(C)C(CCC3C4CCC(C(=O)OC)C4(C)CC(NCCC(C)C)C32)CC1O, CC(=O)OC(C)=O, CCO, CCOC(C)=O, ClC(Cl)Cl. Yields the product CCOC1CC2(C)C(CCC3C4CCC(C(=O)OC)C4(C)CC(NCCC(C)C)C32)CC1OC(C)=O. As a reaction SMILES: [CH2:1]([CH3:2])[O:3][CH:4]1[CH:5]([OH:33])[CH2:6][CH:7]2[CH2:8][CH2:9][CH:10]3[CH:11]4[CH2:12][CH2:13][CH:14]([C:29](=[O:30])[O:31][CH3:32])[C:15]4([CH3:16])[CH2:17][CH:18]([NH:23][CH2:24][CH2:25][CH:26]([CH3:27])[CH3:28])[CH:19]3[C:20]2([CH3:22])[CH2:21]1.[CH3:34][C:35](=[O:36])[O:37][C:38](=[O:39])[CH3:40].[CH3:45][CH2:46][OH:47].[CH3:48][CH2:49][O:50][C:51](=[O:52])[CH3:53].[CH:41]([Cl:42])([Cl:43])[Cl:44]>>[CH2:1]([CH3:2])[O:3][CH:4]1[CH:5]([O:33][C:35]([CH3:34])=[O:36])[CH2:6][CH:7]2[CH2:8][CH2:9][CH:10]3[CH:11]4[CH2:12][CH2:13][CH:14]([C:29](=[O:30])[O:31][CH3:32])[C:15]4([CH3:16])[CH2:17][CH:18]([NH:23][CH2:24][CH2:25][CH:26]([CH3:27])[CH3:28])[CH:19]3[C:20]2([CH3:22])[CH2:21]1. Run in CN(C)C=O (DMF). Procedure: A solution of 2-bromo-8-chloroimidazo[1,2-b]pyridazine-7-carboxamide (2.198 g, 7.98 mmol), (3S,4S)-benzyl 3-amino-4-methylpyrrolidine-1-carboxylate (2.15 g, 9.18 mmol) and Hunig's Base (4.18 ml, 23.94 mmol) in DMF (7.9 ml) in a reaction vial was stirred at 90° C. for 2 h. After cooling to room temperature, the reaction solution was added slowly to a stirred ice-water resulting in a light tan precipitate. The suspension was stirred for 30 min. (3S,4S)-Benzyl 3-((2-bromo-7-carbamoylimidazo[1,2-b]p... RXN SMILES: [Br:1][C:2]1[N:3]=[C:4]2[C:9](Cl)=[C:8]([C:11]([NH2:13])=[O:12])[CH:7]=[N:6][N:5]2[CH:14]=1.[NH2:15][C@H:16]1[C@@H:20]([CH3:21])[CH2:19][N:18]([C:22]([O:24][CH2:25][C:26]2[CH:31]=[CH:30][CH:29]=[CH:28][CH:27]=2)=[O:23])[CH2:17]1.CCN(C(C)C)C(C)C>CN(C=O)C>[Br:1][C:2]1[N:3]=[C:4]2[C:9]([NH:15][C@H:16]3[C@@H:20]([CH3:21])[CH2:19][N:18]([C:22]([O:24][CH2:25][C:26]4[CH:31]=[CH:30][CH:29]=[CH:28][CH:27]=4)=[O:23])[CH2:17]3)=[C:8]([C:11](=[O:12])[NH2:13])[CH:7]=[N:6][N:5]2[CH:14]=1. Isolated yield 100.0%. Reactants: ice water, BrC=1N=C2N(N=CC(=C2Cl)C(=O)N)C1 (2-bromo-8-chloroimidazo[1,2-b]pyridazine-7-carboxamide), N[C@@H]1CN(C[C@@H]1C)C(=O)OCC1=CC=CC=C1 ((3S,4S)-benzyl 3-amino-4-methylpyrrolidine-1-carboxylate), CCN(C(C)C)C(C)C (Hunig's Base). The product is BrC=1N=C2N(N=CC(=C2N[C@@H]2CN(C[C@@H]2C)C(=O)OCC2=CC=CC=C2)C(N)=O)C1 ((3S,4S)-Benzyl 3-((2-bromo-7-carbamoylimidazo[1,2-b]pyridazin-8-yl)amino)-4-methylpyrrolidine-1-carboxylate).